From a dataset of the Open Reaction Database (ORD), a public repository of structured organic reaction records. describe an organic reaction: reactants, conditions, products, and yield The reactants are CC(=O)OC(C)=O, CN(C)c1ccncc1, Cl, Nc1cc(Oc2ccc3ccc(C(=O)Nc4ccc(Cl)c(C(F)(F)F)c4)cc3c2)ccn1, O, c1ccncc1. The product is CC(=O)Nc1cc(Oc2ccc3ccc(C(=O)Nc4ccc(Cl)c(C(F)(F)F)c4)cc3c2)ccn1. RXN SMILES: [CH3:34][C:35](=[O:36])[O:37][C:38](=[O:39])[CH3:40].[CH3:48][N:49]([c:50]1[cH:51][cH:52][n:53][cH:54][cH:55]1)[CH3:56].[ClH:1].[NH2:2][c:3]1[n:4][cH:5][cH:6][c:7]([O:9][c:10]2[cH:11][cH:12][c:13]3[cH:14][cH:15][c:16]([C:20](=[O:21])[NH:22][c:23]4[cH:24][c:25]([C:30]([F:31])([F:32])[F:33])[c:26]([Cl:29])[cH:27][cH:28]4)[cH:17][c:18]3[cH:19]2)[cH:8]1.[OH2:41].[cH:42]1[cH:43][cH:44][n:45][cH:46][cH:47]1>>[NH:2]([c:3]1[n:4][cH:5][cH:6][c:7]([O:9][c:10]2[cH:11][cH:12][c:13]3[cH:14][cH:15][c:16]([C:20](=[O:21])[NH:22][c:23]4[cH:24][c:25]([C:30]([F:31])([F:32])[F:33])[c:26]([Cl:29])[cH:27][cH:28]4)[cH:17][c:18]3[cH:19]2)[cH:8]1)[C:35]([CH3:34])=[O:36].